This data is from the Open Reaction Database (ORD), a public repository of structured organic reaction records. The task is: describe an organic reaction: reactants, conditions, products, and yield Starting materials: ClC1=NC=CC(=C1)C1=NOC(=N1)C1CN(CC(C1)C1=CC=C(C=C1)OC(F)(F)F)C(=O)N1CCOCC1 (4-({3-[3-(2-Chloropyridin-4-yl)-1,2,4-oxadiazol-5-yl]-5-[4-(trifluoromethoxy)phenyl]piperidin-1-yl}carbonyl)morpholine). Run in N1CCOCC1 (morpholine). Product: N1(CCOCC1)C(=O)N1CC(CC(C1)C1=CC=C(C=C1)OC(F)(F)F)C1=NC(=NO1)C1=CC(=NC=C1)N1CCOCC1 (4-[4-(5-{1-(Morpholin-4-ylcarbonyl)-5-[4-(trifluoromethoxy)phenyl]piperidin-3-yl}-1,2,4-oxadiazol-3-yl)pyridin-2-yl]morpholine). As a reaction SMILES: Cl[C:2]1[CH:7]=[C:6]([C:8]2[N:12]=[C:11]([CH:13]3[CH2:18][CH:17]([C:19]4[CH:24]=[CH:23][C:22]([O:25][C:26]([F:29])([F:28])[F:27])=[CH:21][CH:20]=4)[CH2:16][N:15]([C:30]([N:32]4[CH2:37][CH2:36][O:35][CH2:34][CH2:33]4)=[O:31])[CH2:14]3)[O:10][N:9]=2)[CH:5]=[CH:4][N:3]=1>N1CCOCC1>[N:32]1([C:30]([N:15]2[CH2:16][CH:17]([C:19]3[CH:24]=[CH:23][C:22]([O:25][C:26]([F:29])([F:28])[F:27])=[CH:21][CH:20]=3)[CH2:18][CH:13]([C:11]3[O:10][N:9]=[C:8]([C:6]4[CH:5]=[CH:4][N:3]=[C:2]([N:32]5[CH2:37][CH2:36][O:35][CH2:34][CH2:33]5)[CH:7]=4)[N:12]=3)[CH2:14]2)=[O:31])[CH2:37][CH2:36][O:35][CH2:34][CH2:33]1. Procedure details: 69 mg (0.13 mmol) of 4-({3-[3-(2-chloropyridin-4-yl)-1,2,4-oxadiazol-5-yl]-5-[4-(trifluoromethoxy)phenyl]piperidin-1-yl}carbonyl)morpholine (Example 88) were reacted in 0.6 ml of morpholine according to the General Method 3. Yield: 38 mg (50% of theory) The product is CCCN1CCCC2Cc3nc(NC(C)=O)ncc3CC21. Starting materials: CC(=O)OC(C)=O, CO, ClC(Cl)Cl, CCCN1CCCC2Cc3nc(N)ncc3CC21, N, c1ccncc1. As a reaction SMILES: [CH3:25][C:26](=[O:27])[O:28][C:29](=[O:30])[CH3:31].[CH3:33][OH:34].[CH:35]([Cl:36])([Cl:37])[Cl:38].[NH2:1][c:2]1[n:3][cH:4][c:5]2[c:6]([n:18]1)[CH2:7][CH:8]1[CH2:9][CH2:10][CH2:11][N:12]([CH2:15][CH2:16][CH3:17])[CH:13]1[CH2:14]2.[NH3:32].[cH:19]1[cH:20][cH:21][n:22][cH:23][cH:24]1>>[NH:1]([c:2]1[n:3][cH:4][c:5]2[c:6]([n:18]1)[CH2:7][CH:8]1[CH2:9][CH2:10][CH2:11][N:12]([CH2:15][CH2:16][CH3:17])[CH:13]1[CH2:14]2)[C:26]([CH3:25])=[O:27]. Starting materials: C(C)(C)(C)OC(=O)N1CCN(CC1)C1=C(C=CC(=C1)F)C (4-(5-fluoro-2-methyl-phenyl)-piperazine-1-carboxylic acid tert-butyl ester), ClCCl (dichloromethane), FC(C(=O)O)(F)F (trifluoroacetic acid). Conditions: time 1 hour. Product: FC=1C=CC(=C(C1)N1CCNCC1)C (1-(5-fluoro-2-methyl-phenyl)-piperazine). Isolated yield 118.8%. Reaction SMILES: C(OC([N:8]1[CH2:13][CH2:12][N:11]([C:14]2[CH:19]=[C:18]([F:20])[CH:17]=[CH:16][C:15]=2[CH3:21])[CH2:10][CH2:9]1)=O)(C)(C)C.ClCCl.FC(F)(F)C(O)=O>>[F:20][C:18]1[CH:17]=[CH:16][C:15]([CH3:21])=[C:14]([N:11]2[CH2:10][CH2:9][NH:8][CH2:13][CH2:12]2)[CH:19]=1. Reported procedure: In a 20 ml scintillation vial equipped with a magnetic stir bar and fitted with a nitrogen inlet, the 4-(5-fluoro-2-methyl-phenyl)-piperazine-1-carboxylic acid tert-butyl ester 16c (203.70 mg, 0.69 mmol) was taken up in clean, dry, reagent grade dichloromethane (5.00 ml, 77.53 mmol). The mixture was stirred until all solids were in solution and the trifluoroacetic acid (0.50 ml, 6.73 mmol) was added in one portion. The reaction stirred at room temperature for 1 h. After 1 h, the volatiles were r... Starting materials: C(O)([O-])=O.[Na+] (sodium hydrogencarbonate), CC1(CC(CC(C1)(C)C)C1=C(C=CC=C1)N1CCNCC1)C (1-[2-(3,3,5,5-tetramethylcyclohexyl)phenyl]piperazine), C(C=C)Br (allyl bromide), C([O-])([O-])=O.[K+].[K+] (potassium carbonate). Solvent: CN(C=O)C (dimethylformamide), C(C)(=O)OCC.ClCCl (ethyl acetate dichloromethane). Run at temperature 80 celsius, time 20 minute. Yields the product C(C=C)N1CCN(CC1)C1=C(C=CC=C1)C1CC(CC(C1)(C)C)(C)C (1-allyl-4-[2-(3,3,5,5-tetramethylcyclohexyl)phenyl]piperazine). Reaction SMILES: [CH3:1][C:2]1([CH3:22])[CH2:7][C:6]([CH3:9])([CH3:8])[CH2:5][CH:4]([C:10]2[CH:15]=[CH:14][CH:13]=[CH:12][C:11]=2[N:16]2[CH2:21][CH2:20][NH:19][CH2:18][CH2:17]2)[CH2:3]1.[CH2:23](Br)[CH:24]=[CH2:25].C(=O)([O-])[O-].[K+].[K+].C(=O)([O-])O.[Na+]>C(OCC)(=O)C.ClCCl.CN(C)C=O>[CH2:25]([N:19]1[CH2:18][CH2:17][N:16]([C:11]2[CH:12]=[CH:13][CH:14]=[CH:15][C:10]=2[CH:4]2[CH2:3][C:2]([CH3:22])([CH3:1])[CH2:7][C:6]([CH3:8])([CH3:9])[CH2:5]2)[CH2:21][CH2:20]1)[CH:24]=[CH2:23] |f:2.3.4,5.6,7.8|. Procedure: A mixture of 1-[2-(3,3,5,5-tetramethylcyclohexyl)phenyl]piperazine (30 mg, 0.1 mmol) produced in Example (8b), allyl bromide (14.8 mg, 0.12 mmol), potassium carbonate (20.8 mg, 0.15 mmol) and dimethylformamide (1 mL) was stirred for 4 hours and 20 minutes at an external temperature of 80° C. Saturated aqueous solution of sodium hydrogencarbonate was added to the reaction mixture and extraction was performed with ethyl acetate-dichloromethane. The separated organic layer was washed with water, an... Starting materials: ClC=1C=NC=C(C1NC(=O)C1=CC=C(C=2N(C3=CC=C(C=C3C12)N)C)OC)Cl (N-(3,5-dichloropyrid-4-yl)-1-methoxy-9-methyl-6-amino-9H-4-carbazolecarboxamide), N1=CC=CC=C1 (pyridine), C(C)S(=O)(=O)Cl (ethane sulphonyl chloride). Solvent: C1CCOC1 (THF), C1CCOC1 (THF), C1CCOC1 (THF). Run at time 10 minute. Yields the product COC1=CC=C(C=2C3=CC(=CC=C3N(C12)C)NS(=O)(=O)CC)C(=O)N (1-methoxy-9-methyl-6-ethane sulphonamido-9H-4-carbazolecarboxamide). Yield: 30.7%. As a reaction SMILES: ClC1C=NC=C(Cl)C=1[NH:8][C:9]([C:11]1[C:23]2[C:22]3[C:17](=[CH:18][CH:19]=[C:20]([NH2:24])[CH:21]=3)[N:16]([CH3:25])[C:15]=2[C:14]([O:26][CH3:27])=[CH:13][CH:12]=1)=[O:10].N1C=CC=CC=1.[CH2:35]([S:37](Cl)(=[O:39])=[O:38])[CH3:36]>C1COCC1>[CH3:27][O:26][C:14]1[C:15]2[N:16]([CH3:25])[C:17]3[C:22](=[CH:21][C:20]([NH:24][S:37]([CH2:35][CH3:36])(=[O:39])=[O:38])=[CH:19][CH:18]=3)[C:23]=2[C:11]([C:9]([NH2:8])=[O:10])=[CH:12][CH:13]=1. Procedure details: N-(3,5-dichloropyrid-4-yl)-1-methoxy-9-methyl-6-amino-9H-4-carbazolecarboxamide (75 mg, 0.00018 mol) was suspended in THF (5 ml) and added with pyridine (28 mg, 0.00036 mol) and stirred at room temperature for 10 minutes. The solution obtained, was added with a solution of ethane sulphonyl chloride (34 mg, 0.00027 mol) in dry THF (5 ml). The reaction mixture was stirred for 1 hr THF was evaporated and the solid was washed with water to get crude solid which was column chromatographed using 10% m... Starting materials: N (ammonia), ice, COC1=CC=C(CN2N=C(C=C2C(=O)O)C(F)(F)F)C=C1 (1-(4-methoxybenzyl)-3-(trifluoromethyl)-1H-pyrazole-5-carboxylic acid), CN(C)C=O (DMF), S(=O)(Cl)Cl (Thionyl chloride). The solvent is C(C)(=O)OCC.CCCCCC (ethyl acetate hexane), C(C)(=O)OCC.CCCCCC (ethyl acetate hexane), C(Cl)Cl (DCM), C(Cl)Cl (DCM). Run at temperature 0 celsius, time 1 hour. Yields the product COC1=CC=C(CN2N=C(C=C2C(=O)N)C(F)(F)F)C=C1 (1-(4-methoxybenzyl)-3-(trifluoromethyl)-1H-pyrazole-5-carboxamide). RXN SMILES: [CH3:1][O:2][C:3]1[CH:21]=[CH:20][C:6]([CH2:7][N:8]2[C:12]([C:13](O)=[O:14])=[CH:11][C:10]([C:16]([F:19])([F:18])[F:17])=[N:9]2)=[CH:5][CH:4]=1.C[N:23](C=O)C.S(Cl)(Cl)=O.N>C(Cl)Cl.C(OCC)(=O)C.CCCCCC>[CH3:1][O:2][C:3]1[CH:21]=[CH:20][C:6]([CH2:7][N:8]2[C:12]([C:13]([NH2:23])=[O:14])=[CH:11][C:10]([C:16]([F:19])([F:18])[F:17])=[N:9]2)=[CH:5][CH:4]=1 |f:5.6|. Reported procedure: To a solution of 1-(4-methoxybenzyl)-3-(trifluoromethyl)-1H-pyrazole-5-carboxylic acid (50 g, 0.16 mol) in DCM (750 mL), a catalytic amount of DMF was added and the mixture was cooled to 0° C. Thionyl chloride (61 mL, 0.83 mol) was added drop wise for 30 min at 0° C. The overall reaction mixture was heated to reflux and maintained for 2 h. Progress of the reaction was monitored by TLC (10% ethyl acetate/hexane, Rf˜0.4). On disappearance of the starting material, DCM was distilled off completely.... Reactants: C(CCCCCCCCCCCCCCC)OC(C(CO)O)C (3-hexadecyloxybutane-1,2-diol), [H-].[Na+] (sodium hydride), C(C1=CC=CC=C1)Cl (benzyl chloride). Solvent: CN(C=O)C (dimethylformamide). Reaction conditions: time 16 hour. The product is C(C1=CC=CC=C1)OCC(C(C)OCCCCCCCCCCCCCCCC)O (1-benzyloxy-3-hexadecyloxy-2-butanol). Yield: 19.3%. Reaction SMILES: [CH2:1]([O:17][CH:18]([CH3:23])[CH:19]([OH:22])[CH2:20][OH:21])[CH2:2][CH2:3][CH2:4][CH2:5][CH2:6][CH2:7][CH2:8][CH2:9][CH2:10][CH2:11][CH2:12][CH2:13][CH2:14][CH2:15][CH3:16].[H-].[Na+].[CH2:26](Cl)[C:27]1[CH:32]=[CH:31][CH:30]=[CH:29][CH:28]=1>CN(C)C=O>[CH2:26]([O:21][CH2:20][CH:19]([OH:22])[CH:18]([O:17][CH2:1][CH2:2][CH2:3][CH2:4][CH2:5][CH2:6][CH2:7][CH2:8][CH2:9][CH2:10][CH2:11][CH2:12][CH2:13][CH2:14][CH2:15][CH3:16])[CH3:23])[C:27]1[CH:32]=[CH:31][CH:30]=[CH:29][CH:28]=1 |f:1.2|. Procedure details: In 100 ml of dry dimethylformamide, 17.67 g of 3-hexadecyloxybutane-1,2-diol was treated with 2.36 g of 60% sodium hydride under chilling with ice. To the chilled mixture was added 6.77 g of benzyl chloride, and the resulting mixture was stirred at room temperature for 16 hours. The reaction mixture was recovered in a conventional manner and purified by silica gel column chromatography to give 4.33 g of 1-benzyloxy-3-hexadecyloxy-2-butanol. Reactants: C(=O)(OC(C)(C)C)N1[C@@H](CC1)COC=1C=NC=C(C1)Br (3-(1-BOC-2-(S)-azetidinylmethoxy)-5-bromopyridine), C([O-])([O-])=O.[Na+].[Na+] (sodium carbonate), S1C(=CC=C1)B(O)O (2-thienylboronic acid). The reagents and catalysts are C=1C=CC(=CC1)[P](C=2C=CC=CC2)(C=3C=CC=CC3)[Pd]([P](C=4C=CC=CC4)(C=5C=CC=CC5)C=6C=CC=CC6)([P](C=7C=CC=CC7)(C=8C=CC=CC8)C=9C=CC=CC9)[P](C=1C=CC=CC1)(C=1C=CC=CC1)C=1C=CC=CC1 (tetrakis(triphenylphosphine)palladium(0)). The solvent is C1(=CC=CC=C1)C (toluene). Conditions: temperature 80 celsius. Yields the product C(=O)(OC(C)(C)C)N1[C@@H](CC1)COC=1C=NC=C(C1)C=1SC=CC1 (3-(1-BOC-2-(S)-azetidinylmethoxy)-5-(2-thienyl)pyridine). Isolated yield 57.7%. As a reaction SMILES: [C:1]([N:8]1[CH2:11][CH2:10][C@H:9]1[CH2:12][O:13][C:14]1[CH:15]=[N:16][CH:17]=[C:18](Br)[CH:19]=1)([O:3][C:4]([CH3:7])([CH3:6])[CH3:5])=[O:2].C(=O)([O-])[O-].[Na+].[Na+].[S:27]1[CH:31]=[CH:30][CH:29]=[C:28]1B(O)O>C1(C)C=CC=CC=1.C1C=CC([P]([Pd]([P](C2C=CC=CC=2)(C2C=CC=CC=2)C2C=CC=CC=2)([P](C2C=CC=CC=2)(C2C=CC=CC=2)C2C=CC=CC=2)[P](C2C=CC=CC=2)(C2C=CC=CC=2)C2C=CC=CC=2)(C2C=CC=CC=2)C2C=CC=CC=2)=CC=1>[C:1]([N:8]1[CH2:11][CH2:10][C@H:9]1[CH2:12][O:13][C:14]1[CH:15]=[N:16][CH:17]=[C:18]([C:28]2[S:27][CH:31]=[CH:30][CH:29]=2)[CH:19]=1)([O:3][C:4]([CH3:7])([CH3:6])[CH3:5])=[O:2] |f:1.2.3,^1:45,47,66,85|. Reported procedure: To a mixture of 3-(1-BOC-2-(S)-azetidinylmethoxy)-5-bromopyridine (0.42 g, 1.2 mmol), tetrakis(triphenylphosphine)palladium(0) (40 mg, 0.034 mmol), sodium carbonate (2.0 M, 2 mL) in toluene (10 mL) was added 2-thienylboronic acid (0.38 g, 3.0 mmol). The reaction mixture was stirred and heated at 80° C. for 16 h. Solvent was evaporated. The residue was chromatographed (silica gel; hexane/EtOAC, 10:1 to 2:1) to afford an oil (0.24 g, 57%): 1H NMR (CDCl3, 300 MHz) δ1.42 (s, 9H), 2.26-2.90 (m, 2H), ... The reactants are CN1C(N(CCC1)C)=O (1,3-dimethyl-3,4,5,6-tetrahydro-2(1H)-pyrimidinone), C(C1=CC=CC=C1)N1CC(C1)(C(=O)OCC)C(=O)OCC (diethyl 1-benzylazetidine-3,3-dicarboxylate). Reagents/catalysts: O.O.O.O.C(C)(=O)[O-].C(C)[N+](CC)(CC)CC (Tetraethylammonium acetate tetrahydrate). Run in O (water). Run at temperature 130 celsius, time 12 hour. Product: C(C1=CC=CC=C1)N1CC(C1)C(=O)OCC (ethyl 1-benzylazetidine-3-carboxylate). Reaction SMILES: CN1CCCN(C)C1=O.[CH2:10]([N:17]1[CH2:20][C:19](C(OCC)=O)([C:21]([O:23][CH2:24][CH3:25])=[O:22])[CH2:18]1)[C:11]1[CH:16]=[CH:15][CH:14]=[CH:13][CH:12]=1>O.O.O.O.C([O-])(=O)C.C([N+](CC)(CC)CC)C.O>[CH2:10]([N:17]1[CH2:20][CH:19]([C:21]([O:23][CH2:24][CH3:25])=[O:22])[CH2:18]1)[C:11]1[CH:12]=[CH:13][CH:14]=[CH:15][CH:16]=1 |f:2.3.4.5.6.7|. Reported procedure: Tetraethylammonium acetate tetrahydrate (9.42 g) was added to a 1,3-dimethyl-3,4,5,6-tetrahydro-2(1H)-pyrimidinone (DMPU, 40 mL) solution of diethyl 1-benzylazetidine-3,3-dicarboxylate (7.00 g, which was prepared according to the method described in Synthetic Communications, volume 33, No. 19, page 3347, 2003), followed by stirring at 130° C. for 12 hours. The reaction solution was added with water, and extracted with an ethyl acetate-hexane (1:1) mixed solvent. The organic layer was washed with...